From a dataset of the Open Reaction Database (ORD), a public repository of structured organic reaction records. describe an organic reaction: reactants, conditions, products, and yield Reactants: CC(C)(C)[Si](OCCCCC(N)=O)(c1ccccc1)c1ccccc1, COc1ccc(P2(=S)SP(=S)(c3ccc(OC)cc3)S2)cc1, c1ccccc1. Yields the product CC(C)(C)[Si](OCCCCC(N)=S)(c1ccccc1)c1ccccc1. Reaction SMILES: [C:23]([CH3:24])([CH3:25])([CH3:26])[Si:27]([O:28][CH2:29][CH2:30][CH2:31][CH2:32][C:33](=[O:34])[NH2:35])([c:36]1[cH:37][cH:38][cH:39][cH:40][cH:41]1)[c:42]1[cH:43][cH:44][cH:45][cH:46][cH:47]1.[CH3:1][O:2][c:3]1[cH:4][cH:5][c:6]([P:7]2(=[S:10])[S:8][P:9]([c:11]3[cH:12][cH:13][c:14]([O:15][CH3:16])[cH:17][cH:18]3)(=[S:19])[S:20]2)[cH:21][cH:22]1.[cH:48]1[cH:49][cH:50][cH:51][cH:52][cH:53]1>>[S:10]=[C:33]([CH2:32][CH2:31][CH2:30][CH2:29][O:28][Si:27]([C:23]([CH3:24])([CH3:25])[CH3:26])([c:36]1[cH:37][cH:38][cH:39][cH:40][cH:41]1)[c:42]1[cH:43][cH:44][cH:45][cH:46][cH:47]1)[NH2:35].